This data is from the Open Reaction Database (ORD), a public repository of structured organic reaction records. The task is: describe an organic reaction: reactants, conditions, products, and yield The reactants are ClC(=O)OCC1=CC=CC=C1 (benzyl chloroformate), COC1=CC=NC=C1 (4-methoxypyridine), Grignard reagent, solution, C(C1=CC=CC=C1)Cl (benzyl chloride), [Mg] (magnesium). Solvent: O1CCCC1 (tetrahydrofuran), O1CCCC1 (tetrahydrofuran), CCOCC (ether), CCOCC (ether), CCOCC (ether), Cl (hydrochloric acid). Conditions: time 10 minute. Yields the product C(C1=CC=CC=C1)C1N(C=CC(C1)=O)C(=O)OCC1=CC=CC=C1 (2-Benzyl-N-benzyloxycarbonyl-2,3-dihydro-4-(1H)-pyridone). RXN SMILES: Cl[C:2]([O:4][CH2:5][C:6]1[CH:11]=[CH:10][CH:9]=[CH:8][CH:7]=1)=[O:3].C[O:13][C:14]1[CH:19]=[CH:18][N:17]=[CH:16][CH:15]=1.[CH2:20](Cl)[C:21]1[CH:26]=[CH:25][CH:24]=[CH:23][CH:22]=1.[Mg]>O1CCCC1.CCOCC.Cl>[CH2:20]([CH:18]1[CH2:19][C:14](=[O:13])[CH:15]=[CH:16][N:17]1[C:2]([O:4][CH2:5][C:6]1[CH:11]=[CH:10][CH:9]=[CH:8][CH:7]=1)=[O:3])[C:21]1[CH:26]=[CH:25][CH:24]=[CH:23][CH:22]=1. Reported procedure: 165 ml (1.16 mol) of benzyl chloroformate are added dropwise over the course of 20 minutes to a solution of 104 g (0.95 mol) of 4-methoxypyridine in 1 l of anhydrous tetrahydrofuran at -70° under argon. The thick beige suspension is then diluted with 200 ml of anhydrous tetrahydrofuran. The Grignard reagent prepared from 460 ml (1.46 mol) of a 3 molar solution of benzyl chloride in anhydrous ether and 35.5 g (1.46 mol) of magnesium turnings in 160 ml of anhydrous ether is then added dropwise to ... Starting materials: N(=C=O)C=1C=C(C=CC1)SCC(=O)OC(C)(C)C (tert-butyl (3-isocyanatophenylthio)acetate), NC=1C=C(C=CC1)SC(C(=O)OCC)C (ethyl 2-(3-aminophenylthio)propionate), ClC(=O)OC(Cl)(Cl)Cl (trichloromethyl chloroformate). Yields the product N(=C=O)C=1C=C(C=CC1)SC(C(=O)OCC)C (ethyl 2-(3-isocyanatophenylthio)propionate). Reaction SMILES: [N:1]([C:4]1[CH:5]=[C:6]([S:10][CH2:11][C:12]([O:14][C:15]([CH3:18])(C)C)=[O:13])[CH:7]=[CH:8][CH:9]=1)=[C:2]=[O:3].N[C:20]1C=C(SC(C)C(OCC)=O)C=CC=1.ClC(OC(Cl)(Cl)Cl)=O>>[N:1]([C:4]1[CH:5]=[C:6]([S:10][CH:11]([CH3:20])[C:12]([O:14][CH2:15][CH3:18])=[O:13])[CH:7]=[CH:8][CH:9]=1)=[C:2]=[O:3]. Procedure: Ethyl 2-(3-isocyanatophenylthio)propionate can be obtained in a manner analogous to that described in Example 1 for the preparation of tert-butyl (3-isocyanatophenylthio)acetate, but starting for 1 g of ethyl 2-(3-aminophenylthio)propionate, 0.54 cm3 of trichloromethyl chloroformate and 0.09 g of carbon. 1.18 g of ethyl 2-(3-isocyanatophenylthio)propionate are thus obtained in the form of an oil which is used as such in the subsequent syntheses. The reactants are CCOC(=O)C(CC(=O)c1ccccn1)C(=O)CC, CCO, [Na+], [OH-]. Product: CCOC(=O)C1CC(c2ccccn2)=C(C)C1=O. As a reaction SMILES: [CH2:1]([CH3:2])[O:3][C:4]([CH:5]([C:6]([CH2:7][CH3:8])=[O:9])[CH2:10][C:11]([c:12]1[n:13][cH:14][cH:15][cH:16][cH:17]1)=[O:18])=[O:19].[CH3:22][CH2:23][OH:24].[Na+:21].[OH-:20]>>[CH2:1]([CH3:2])[O:3][C:4]([CH:5]1[C:6](=[O:9])[C:7]([CH3:8])=[C:11]([c:12]2[n:13][cH:14][cH:15][cH:16][cH:17]2)[CH2:10]1)=[O:19]. Reactants: ClCCl, [Na+], O=C([O-])O, CS(=O)(=O)NC(=O)CC(CO)NC(=O)C1CCC2CC=CCC(NC(=O)c3ccc4ccccc4c3)C(=O)N21. Yields the product CS(=O)(=O)N1C(=O)CC(NC(=O)C2CCC3CC=CCC(NC(=O)c4ccc5ccccc5c4)C(=O)N32)C1O. As a reaction SMILES: [Cl:45][CH2:46][Cl:47].[Na+:44].[O-:40][C:41]([OH:42])=[O:43].[OH:1][CH2:2][CH:3]([CH2:4][C:5](=[O:6])[NH:7][S:8](=[O:9])(=[O:10])[CH3:11])[NH:12][C:13](=[O:14])[CH:15]1[CH2:16][CH2:17][CH:18]2[N:19]1[C:20](=[O:39])[CH:21]([NH:26][C:27](=[O:28])[c:29]1[cH:30][c:31]3[cH:32][cH:33][cH:34][cH:35][c:36]3[cH:37][cH:38]1)[CH2:22][CH:23]=[CH:24][CH2:25]2>>[OH:1][CH:2]1[CH:3]([NH:12][C:13](=[O:14])[CH:15]2[CH2:16][CH2:17][CH:18]3[N:19]2[C:20](=[O:39])[CH:21]([NH:26][C:27](=[O:28])[c:29]2[cH:30][c:31]4[cH:32][cH:33][cH:34][cH:35][c:36]4[cH:37][cH:38]2)[CH2:22][CH:23]=[CH:24][CH2:25]3)[CH2:4][C:5](=[O:6])[N:7]1[S:8](=[O:9])(=[O:10])[CH3:11]. The reactants are C(C)(C)C=1C=C(C=C(C1OC)C(C)C)C=CC(=O)OC (Methyl 3-(3,5-diisopropyl-4-methoxyphenyl)acrylate), B(Br)(Br)Br (boron tribromide), C(C)OCC (ethyl ether), CCCCCC (hexane). Run in ClCCl (dichloromethane). Reaction conditions: temperature 0 celsius, time 5 hour. Product: COC(=O)/C=C/C1=CC(=C(C(=C1)C(C)C)O)C(C)C ((E)-4-(2-Methoxycarbonylvinyl)-2,6-diisopropylphenol). The yield is 72.5%. Reaction SMILES: [CH:1]([C:4]1[CH:5]=[C:6]([CH:15]=[CH:16][C:17]([O:19][CH3:20])=[O:18])[CH:7]=[C:8]([CH:12]([CH3:14])[CH3:13])[C:9]=1[O:10]C)([CH3:3])[CH3:2].B(Br)(Br)Br.C(OCC)C.CCCCCC>ClCCl>[CH3:20][O:19][C:17](/[CH:16]=[CH:15]/[C:6]1[CH:7]=[C:8]([CH:12]([CH3:14])[CH3:13])[C:9]([OH:10])=[C:4]([CH:1]([CH3:3])[CH3:2])[CH:5]=1)=[O:18]. Reported procedure: Methyl 3-(3,5-diisopropyl-4-methoxyphenyl)acrylate (610 mg) and boron tribromide (10 mL) were combined in dichloromethane (10 mL) and the mixture was allowed to stir at 0° C. for 5 hours. The reaction was quenched with water and extracted with dichloromethane. The organics were washed (brine), dried (sodium sulfate), filtered, and condensed. Chromatography, with ethyl ether:hexane (gradient 10:90 to 20:80) as the eluent, provided material that was recrystallized from hexane to give the title com...